This data is from the Open Reaction Database (ORD), a public repository of structured organic reaction records. The task is: describe an organic reaction: reactants, conditions, products, and yield The reactants are ClCCl, O=C(O)C(F)(F)F, O=C(Nc1ccc2c(c1)c(-c1nc3ccccc3[nH]1)nn2C1CCCCO1)Nc1ccc(F)cc1F. The product is O=C(Nc1ccc2[nH]nc(-c3nc4ccccc4[nH]3)c2c1)Nc1ccc(F)cc1F. RXN SMILES: [Cl:44][CH2:45][Cl:46].[F:1][C:2]([F:3])([F:4])[C:5]([OH:6])=[O:7].[nH:8]1[c:9](-[c:17]2[n:18][n:19]([CH:38]3[CH2:39][CH2:40][CH2:41][CH2:42][O:43]3)[c:20]3[cH:21][cH:22][c:23]([NH:26][C:27](=[O:28])[NH:29][c:30]4[c:31]([F:37])[cH:32][c:33]([F:36])[cH:34][cH:35]4)[cH:24][c:25]23)[n:10][c:11]2[c:12]1[cH:13][cH:14][cH:15][cH:16]2>>[n:8]1[c:9](-[c:17]2[n:18][nH:19][c:20]3[cH:21][cH:22][c:23]([NH:26][C:27](=[O:28])[NH:29][c:30]4[c:31]([F:37])[cH:32][c:33]([F:36])[cH:34][cH:35]4)[cH:24][c:25]23)[nH:10][c:11]2[c:12]1[cH:13][cH:14][cH:15][cH:16]2. Reactants: O=C([O-])[O-], ClCCl, Clc1nccc2ccccc12, NCc1ccccc1, [Na+], [Na+]. The product is c1ccc(CNc2nccc3ccccc23)cc1. RXN SMILES: [C:20](=[O:21])([O-:22])[O-:23].[CH2:26]([Cl:27])[Cl:28].[Cl:1][c:2]1[n:3][cH:4][cH:5][c:6]2[cH:7][cH:8][cH:9][cH:10][c:11]12.[NH2:12][CH2:13][c:14]1[cH:15][cH:16][cH:17][cH:18][cH:19]1.[Na+:24].[Na+:25]>>[c:2]1([NH:12][CH2:13][c:14]2[cH:15][cH:16][cH:17][cH:18][cH:19]2)[n:3][cH:4][cH:5][c:6]2[cH:7][cH:8][cH:9][cH:10][c:11]12. Starting materials: CC(=O)O (AcOH), C(C)(=O)O[C@@H]1[C@@H]([C@@H](SCC)O[C@@H]([C@H]1OC(C)=O)COC(C)=O)N=[N+]=[N-] (Ethyl 3,4,6-tri-O-acetyl-2-azido-2-deoxy-1-thio-α-D-mannopyranoside), [Si](C)(C)(C(C)(C)C)Cl (tert-butyldimethylsilyl chloride). Run in CO (MeOH). Run at time 8 hour. Yields the product C(C)(=O)O[C@@H]1[C@@H]([C@@H](SCC)O[C@@H]([C@H]1OC(C)=O)CO[Si](C)(C)C(C)(C)C)N=[N+]=[N-] (Ethyl 3,4-di-O-acetyl-2-azido-6-O-(tert-butyldimethylsilyl)-2-deoxy-1-thio-α-D -mannopyranoside). The yield is 98.5%. As a reaction SMILES: [C:1]([O:4][C@H:5]1[C@H:13]([O:14][C:15](=[O:17])[CH3:16])[C@@H:12]([CH2:18][O:19]C(=O)C)[O:11][C@H:7]([S:8][CH2:9][CH3:10])[C@H:6]1[N:23]=[N+:24]=[N-:25])(=[O:3])[CH3:2].CC(O)=O.[Si:30](Cl)([C:33]([CH3:36])([CH3:35])[CH3:34])([CH3:32])[CH3:31]>CO>[C:1]([O:4][C@H:5]1[C@H:13]([O:14][C:15](=[O:17])[CH3:16])[C@@H:12]([CH2:18][O:19][Si:30]([C:33]([CH3:36])([CH3:35])[CH3:34])([CH3:32])[CH3:31])[O:11][C@H:7]([S:8][CH2:9][CH3:10])[C@H:6]1[N:23]=[N+:24]=[N-:25])(=[O:3])[CH3:2]. Procedure: To a solution of 22 (3.71 g, 9.88 mmol) in MeOH (30 mL) NaOMe (1 M) was added. The mixture was neutralized with AcOH after 1 h and concentrated. The dry residue was dissolved in pyridine (15 mL) and tert-butyldimethylsilyl chloride (1.94 g, 12.87 mmol) was added. The reaction mixture was stirred at rt overnight. Acetylation with acetic anhydride, dilution with toluene, filtration (silica), concentration and purification by chromatography (1:0→1:1 toluene-EtOAc) gave 23 (4.357 g, 9.73 mmol, 99%);... Starting materials: CCCC[N+](CCCC)(CCCC)CCCC, Cc1ccccc1, OCCCCl, Fc1ccc(Nc2nccs2)cc1, [Na+], [OH-], O=S(=O)([O-])O. The product is OCCCN(c1ccc(F)cc1)c1nccs1. Reaction SMILES: [CH2:24]([N+:25]([CH2:26][CH2:27][CH2:28][CH3:29])([CH2:30][CH2:31][CH2:32][CH3:33])[CH2:34][CH2:35][CH2:36][CH3:37])[CH2:38][CH2:39][CH3:40].[CH3:41][c:42]1[cH:43][cH:44][cH:45][cH:46][cH:47]1.[Cl:14][CH2:15][CH2:16][CH2:17][OH:18].[F:1][c:2]1[cH:3][cH:4][c:5]([NH:8][c:9]2[s:10][cH:11][cH:12][n:13]2)[cH:6][cH:7]1.[Na+:49].[OH-:48].[S:19]([O-:20])([OH:21])(=[O:22])=[O:23]>>[F:1][c:2]1[cH:3][cH:4][c:5]([N:8]([c:9]2[s:10][cH:11][cH:12][n:13]2)[CH2:15][CH2:16][CH2:17][OH:18])[cH:6][cH:7]1. Starting materials: [Al+3], CC(=O)Cl, CCOC(C)=O, [Cl-], [Cl-], [Cl-], Cl, O=[N+]([O-])c1cccc(Oc2ccccc2)c1, S=C=S. The product is CC(=O)c1ccc(Oc2cccc([N+](=O)[O-])c2)cc1. RXN SMILES: [Al+3:18].[CH3:21][C:22]([Cl:23])=[O:24].[CH3:29][CH2:30][O:31][C:32](=[O:33])[CH3:34].[Cl-:17].[Cl-:19].[Cl-:20].[ClH:25].[N+:1](=[O:2])([O-:3])[c:4]1[cH:5][c:6]([O:10][c:11]2[cH:12][cH:13][cH:14][cH:15][cH:16]2)[cH:7][cH:8][cH:9]1.[S:26]=[C:27]=[S:28]>>[N+:1](=[O:2])([O-:3])[c:4]1[cH:5][c:6]([O:10][c:11]2[cH:12][cH:13][c:14]([C:22]([CH3:21])=[O:24])[cH:15][cH:16]2)[cH:7][cH:8][cH:9]1. The reactants are CO, COC(=O)c1ccc2cc(-c3ccc(OCc4c(-c5c(Cl)cccc5Cl)noc4C4CC4)cc3)ccc2n1, Cl, [Na+], C1CCOC1, [OH-]. Product: O=C(O)c1ccc2cc(-c3ccc(OCc4c(-c5c(Cl)cccc5Cl)noc4C4CC4)cc3)ccc2n1. RXN SMILES: [CH3:47][OH:48].[CH:1]1([c:4]2[c:5]([CH2:17][O:18][c:19]3[cH:20][cH:21][c:22](-[c:25]4[cH:26][c:27]5[cH:28][cH:29][c:30]([C:35](=[O:36])[O:37][CH3:38])[n:31][c:32]5[cH:33][cH:34]4)[cH:23][cH:24]3)[c:6](-[c:9]3[c:10]([Cl:16])[cH:11][cH:12][cH:13][c:14]3[Cl:15])[n:7][o:8]2)[CH2:2][CH2:3]1.[ClH:46].[Na+:45].[O:39]1[CH2:40][CH2:41][CH2:42][CH2:43]1.[OH-:44]>>[CH:1]1([c:4]2[c:5]([CH2:17][O:18][c:19]3[cH:20][cH:21][c:22](-[c:25]4[cH:26][c:27]5[cH:28][cH:29][c:30]([C:35](=[O:36])[OH:37])[n:31][c:32]5[cH:33][cH:34]4)[cH:23][cH:24]3)[c:6](-[c:9]3[c:10]([Cl:16])[cH:11][cH:12][cH:13][c:14]3[Cl:15])[n:7][o:8]2)[CH2:2][CH2:3]1. Starting materials: C(=O)(O)C=1C=C(C=CC1)N=C=S (m-carboxyphenyl isothiocyanate), NC1=CC=C2C(=C(OC(=O)C2=C1)OCCBr)Cl (7-amino-4-chloro-3-(2-bromoethoxy)isocoumarin), bromoethoxy, NC(=S)N (thiourea), (COOH)PhNH. Product: C(=O)(O)C=1C=C(C=CC1)NC(=S)NC1=CC=C2C(=C(OC(=O)C2=C1)OCCBr)Cl (7-(m-Carboxyphenylthiocarbamoylamino)-4-chloro-3-(2-bromoethoxy)isocoumarin). The yield is 64.0%. RXN SMILES: [C:1]([C:4]1[CH:5]=[C:6]([N:10]=[C:11]=[S:12])[CH:7]=[CH:8][CH:9]=1)([OH:3])=[O:2].[NH2:13][C:14]1[CH:24]=[C:23]2[C:17]([C:18]([Cl:29])=[C:19]([O:25][CH2:26][CH2:27][Br:28])[O:20][C:21]2=[O:22])=[CH:16][CH:15]=1.NC(N)=S>>[C:1]([C:4]1[CH:5]=[C:6]([NH:10][C:11]([NH:13][C:14]2[CH:24]=[C:23]3[C:17]([C:18]([Cl:29])=[C:19]([O:25][CH2:26][CH2:27][Br:28])[O:20][C:21]3=[O:22])=[CH:16][CH:15]=2)=[S:12])[CH:7]=[CH:8][CH:9]=1)([OH:3])=[O:2]. Reported procedure: 7-(m-Carboxyphenylthiocarbamoylamino)-4-chloro-3-(2-bromoethoxy)isocoumarin was prepared from the reaction of m-carboxyphenyl isothiocyanate with 7-amino-4-chloro-3-(2-bromoethoxy)isocoumarin, yield 64%, m.p. 157°-158° C.; mass spectrum m/e 361 (M+ -(COOH)PhNH+1). Anal. Calc.: C, 45.85; H, 2.84. Found: C, 45.73; H, 2.86. The bromoethoxy compound was then reacted with thiourea to give the product, yield 21%; mass spectrum (FAB+) m/e 493 (M+ -Br).